This data is from the Open Reaction Database (ORD), a public repository of structured organic reaction records. The task is: describe an organic reaction: reactants, conditions, products, and yield The reactants are [Li] (lithium), C(CC)(=O)[O-].[Sc+3].C(CC)(=O)[O-].C(CC)(=O)[O-] (Scandium propionate), C1=CC=CC=C1 (benzene), [Li] (lithium). The solvent is C(C)O (ethanol). The product is [O-]CC.[Sc+3].[O-]CC.[O-]CC (scandium ethoxide). The yield is 118.4%. RXN SMILES: [C:1]([O-])(=[O:4])[CH2:2]C.[Sc+3:6].[C:7]([O-])(=[O:10])[CH2:8]C.[C:12]([O-])(=[O:15])[CH2:13]C.C1C=CC=CC=1.[Li]>C(O)C>[O-:4][CH2:1][CH3:2].[Sc+3:6].[O-:10][CH2:7][CH3:8].[O-:15][CH2:12][CH3:13] |f:0.1.2.3,7.8.9.10,^1:22|. Procedure: Scandium propionate (0.03 mol.), benzene (50 ml) and ethanol (10 ml) were placed in a round-bottomed flask of 100 ml-capacity, to which was then added slowly 0.6 g (0.09 mol.) of metallic lithium under stirring. After the addition of the metallic lithium, the admixture in the flask was refluxed for 1 hour by heating with aid of a mantle heater, and then the reaction solution was processed in the same manner as in Example 1 to afford 6.4 g of scandium ethoxide as a white colored crystal. Yield 95...